From a dataset of the Open Reaction Database (ORD), a public repository of structured organic reaction records. describe an organic reaction: reactants, conditions, products, and yield Reactants: CC1(OCCO1)C1=CC=C(O1)CN1N=C(C=C1)N (1-[5-(2-methyl-[1,3]dioxolan-2-yl)-furan-2-ylmethyl]-1H-pyrazol-3-ylamine), COCCC=1OC(=C(N1)C(=O)O)C1=CC=CC=C1 (2-(2-methoxy-ethyl)-5-phenyl-oxazole-4-carboxylic acid). RXN SMILES: [CH3:1][C:2]1([C:7]2[O:11][C:10]([CH2:12][N:13]3[CH:17]=[CH:16][C:15]([NH2:18])=[N:14]3)=[CH:9][CH:8]=2)[O:6]CCO1.[CH3:19][O:20][CH2:21][CH2:22][C:23]1[O:24][C:25]([C:31]2[CH:36]=[CH:35][CH:34]=[CH:33][CH:32]=2)=[C:26]([C:28](O)=[O:29])[N:27]=1>>[C:2]([C:7]1[O:11][C:10]([CH2:12][N:13]2[CH:17]=[CH:16][C:15]([NH:18][C:28]([C:26]3[N:27]=[C:23]([CH2:22][CH2:21][O:20][CH3:19])[O:24][C:25]=3[C:31]3[CH:36]=[CH:35][CH:34]=[CH:33][CH:32]=3)=[O:29])=[N:14]2)=[CH:9][CH:8]=1)(=[O:6])[CH3:1]. Reported procedure: Following general procedure B followed by C, starting from 1-[5-(2-methyl-[1,3]dioxolan-2-yl)-furan-2-ylmethyl]-1H-pyrazol-3-ylamine and 2-(2-methoxy-ethyl)-5-phenyl-oxazole-4-carboxylic acid. LC-MS-conditions 02: tR=1.0 min; [M+H]+=435.31. Product: C(C)(=O)C1=CC=C(O1)CN1N=C(C=C1)NC(=O)C=1N=C(OC1C1=CC=CC=C1)CCOC (2-(2-Methoxy-ethyl)-5-phenyl-oxazole-4-carboxylic acid [1-(5-acetyl-furan-2-ylmethyl)-1H-pyrazol-3-yl]-amide). The reactants are CC(Cl)C(=O)O, Oc1ccc(Cc2ccc(Cl)cc2)cc1, [Na+], [OH-], O, Cc1ccccc1C. Yields the product CC(Oc1ccc(Cc2ccc(Cl)cc2)cc1)C(=O)O. As a reaction SMILES: [Cl:1][CH:2]([C:3](=[O:4])[OH:5])[CH3:6].[Cl:9][c:10]1[cH:11][cH:12][c:13]([CH2:14][c:15]2[cH:16][cH:17][c:18]([OH:21])[cH:19][cH:20]2)[cH:22][cH:23]1.[Na+:8].[OH-:7].[OH2:24].[c:25]1([CH3:26])[c:27]([CH3:28])[cH:29][cH:30][cH:31][cH:32]1>>[CH:2]([C:3](=[O:4])[OH:5])([CH3:6])[O:21][c:18]1[cH:17][cH:16][c:15]([CH2:14][c:13]2[cH:12][cH:11][c:10]([Cl:9])[cH:23][cH:22]2)[cH:20][cH:19]1. Reactants: COC(=O)C1C(C(CC1)NCC1=C(C=CC(=C1)C=1C=NC=CC1)OC)C1=CC=C(C=C1)F ((1RS ,2RS ,3RS)-2-(4-Fluorophenyl)-3-((2-methoxy-5-(pyridin-3-yl)phenyl)methylamino)cyclopentanecarboxylic acid methyl ester), Cl (HCl). Solvent: CO.C(C)OCC (methanol ethyl ether). Product: Cl.Cl.COC(=O)C1C(C(CC1)NCC1=C(C=CC(=C1)C=1C=NC=CC1)OC)C1=CC=C(C=C1)F ((1RS,2RS,3RS)-2-(4-Fluorophenyl)-3-((2-methoxy-5-(pyridin-3-yl)phenyl)methylamino)cyclopentanecarboxylic acid methyl ester dihydrochloride). As a reaction SMILES: [CH3:1][O:2][C:3]([CH:5]1[CH2:9][CH2:8][CH:7]([NH:10][CH2:11][C:12]2[CH:17]=[C:16]([C:18]3[CH:19]=[N:20][CH:21]=[CH:22][CH:23]=3)[CH:15]=[CH:14][C:13]=2[O:24][CH3:25])[CH:6]1[C:26]1[CH:31]=[CH:30][C:29]([F:32])=[CH:28][CH:27]=1)=[O:4].[ClH:33]>CO.C(OCC)C>[ClH:33].[ClH:33].[CH3:1][O:2][C:3]([CH:5]1[CH2:9][CH2:8][CH:7]([NH:10][CH2:11][C:12]2[CH:17]=[C:16]([C:18]3[CH:19]=[N:20][CH:21]=[CH:22][CH:23]=3)[CH:15]=[CH:14][C:13]=2[O:24][CH3:25])[CH:6]1[C:26]1[CH:31]=[CH:30][C:29]([F:32])=[CH:28][CH:27]=1)=[O:4] |f:2.3,4.5.6|. Reported procedure: Exposure of the product from Step B above to 2.2 equivalents of HCl in methanol/ethyl ether followed by evaporation provided the title compound. NMR (400 MHz, CD3OD): δ 9.15 (d, 1H, J=2 Hz), 8.85 (dt, 1H, J=8,2 Hz), 8.80 (d, 1H, J=5 Hz), 8.04 (dd, 1H, J=8,5 Hz), 7.92 (dd, 1H, J=9,2 Hz), 7.82 (d, 1H, J=2 Hz), 7.43 (dd, 2H, J=9,5 Hz), 7.26 (d, 1H, J=9 Hz), 7.21 (t, 2H, J=9 Hz), 4.30 (d, 1H, J=13 Hz), 4.14 (d, 1H, J=13 Hz), 3.99-3.92 (m, 1H), 3.90 (dd, 1H, J=9,8 Hz), 3.80 (s, 3H), 3.63 (s, 3H), 3.4... The reactants are C(C)(C)(C)C1=C(C=CC(=C1)F)S(=O)(=O)O (2-tert-butyl-4-fluorobenzenesulfonic acid), ClS(=O)(=O)O (chlorosulfonic acid). Solvent: ClCCl (dichloromethane). Yields the product C(C)(C)(C)C1=CC(=C(C=C1)S(=O)(=O)O)F (4-tert-Butyl-2-fluorobenzenesulfonic acid). As a reaction SMILES: Cl[S:2]([OH:5])(=[O:4])=[O:3].[C:6]([C:10]1[CH:15]=[C:14]([F:16])[CH:13]=[CH:12][C:11]=1S(O)(=O)=O)([CH3:9])([CH3:8])[CH3:7]>ClCCl>[C:6]([C:10]1[CH:11]=[CH:12][C:13]([S:2]([OH:5])(=[O:4])=[O:3])=[C:14]([F:16])[CH:15]=1)([CH3:9])([CH3:7])[CH3:8]. Procedure: Synthesized as described for 1 using 106 (830.0 mg; 5.45 mmol), chlorosulfonic acid (0.44 mL; 6.54 mmol) and anhydrous dichloromethane (25 mL). The crude gray solid obtained was washed with hexanes and dried under reduced pressure. This afforded a 3:1 regioisomeric mixture of the title compound and 2-tert-butyl-4-fluorobenzenesulfonic acid (960 mg). Reactants: NC=1C2=C(N=CN1)N(C=C2C#CC2=CC(=CC(=C2)OC)OC)[C@H]2C[C@H](N(C2)C(=O)OC(C)(C)C)C(N(C)CCN(C)C)=O ((2S,4S)-tert-butyl 4-(4-amino-5-((3,5-dimethoxyphenyl)ethynyl)-7H-pyrrolo[2,3-d]pyrimidin-7-yl)-2-((2-(dimethylamino)ethyl)(methyl)carbamoyl)pyrrolidine-1-carboxylate), NC=1C2=C(N=CN1)N(C=C2C#CC2=CC(=CC(=C2)OC)OC)[C@H]2C[C@H](N(C2)C(=O)OC(C)(C)C)C(=O)OC ((2S,4S)-1-tert-butyl 2-methyl 4-(4-amino-5-((3,5-dimethoxyphenyl)ethynyl)-7H-pyrrolo[2,3-d]pyrimidin-7-yl)pyrrolidine-1,2-dicarboxylate). The product is NC=1C2=C(N=CN1)N(C=C2C#CC2=CC(=CC(=C2)OC)OC)[C@H]2C[C@H](NC2)C(=O)N(C)CCN(C)C ((2S,4S)-4-(4-amino-5-((3,5-dimethoxyphenyl)ethynyl)-7H-pyrrolo[2,3-d]pyrimidin-7-yl)-N-(2-(dimethylamino)ethyl)-N-methylpyrrolidine-2-carboxamide). As a reaction SMILES: [NH2:1][C:2]1[C:3]2[C:10]([C:11]#[C:12][C:13]3[CH:18]=[C:17]([O:19][CH3:20])[CH:16]=[C:15]([O:21][CH3:22])[CH:14]=3)=[CH:9][N:8]([C@@H:23]3[CH2:27][N:26](C(OC(C)(C)C)=O)[C@H:25]([C:35](=[O:43])[N:36]([CH2:38][CH2:39][N:40]([CH3:42])[CH3:41])[CH3:37])[CH2:24]3)[C:4]=2[N:5]=[CH:6][N:7]=1.NC1C2C(C#CC3C=C(OC)C=C(OC)C=3)=CN([C@@H]3CN(C(OC(C)(C)C)=O)[C@H](C(OC)=O)C3)C=2N=CN=1>>[NH2:1][C:2]1[C:3]2[C:10]([C:11]#[C:12][C:13]3[CH:14]=[C:15]([O:21][CH3:22])[CH:16]=[C:17]([O:19][CH3:20])[CH:18]=3)=[CH:9][N:8]([C@@H:23]3[CH2:27][NH:26][C@H:25]([C:35]([N:36]([CH2:38][CH2:39][N:40]([CH3:42])[CH3:41])[CH3:37])=[O:43])[CH2:24]3)[C:4]=2[N:5]=[CH:6][N:7]=1. Reported procedure: In accordance with Example 66 (Step 7), except that the (2S,4S)-tert-butyl 4-(4-amino-5-((3,5-dimethoxyphenyl)ethynyl)-7H-pyrrolo[2,3-d]pyrimidin-7-yl)-2-((2-(dimethylamino)ethyl)(methyl)carbamoyl)pyrrolidine-1-carboxylate obtained in Step 1 above was used in place of (2S,4S)-1-tert-butyl 2-methyl 4-(4-amino-5-((3,5-dimethoxyphenyl)ethynyl)-7H-pyrrolo[2,3-d]pyrimidin-7-yl)pyrrolidine-1,2-dicarboxylate, the title compound was obtained as a colorless, amorphous substance. Physical properties: m/z ... Starting materials: [Al+3], N#Cc1ccccc1-c1cn(C(c2ccccc2)(c2ccccc2)c2ccccc2)cn1, [H-], [H-], [H-], [H-], [Li+], C1CCOC1, c1c[nH]cn1. Yields the product NCc1ccccc1-c1cn(C(c2ccccc2)(c2ccccc2)c2ccccc2)cn1. RXN SMILES: [Al+3:34].[C:1]([c:2]1[cH:3][cH:4][cH:5][cH:6][cH:7]1)([c:8]1[cH:9][cH:10][cH:11][cH:12][cH:13]1)([c:14]1[cH:15][cH:16][cH:17][cH:18][cH:19]1)[n:20]1[cH:21][n:22][c:23](-[c:25]2[c:26]([C:27]#[N:28])[cH:29][cH:30][cH:31][cH:32]2)[cH:24]1.[H-:33].[H-:36].[H-:37].[H-:38].[Li+:35].[O:44]1[CH2:45][CH2:46][CH2:47][CH2:48]1.[nH:39]1[cH:40][cH:41][n:42][cH:43]1>>[C:1]([c:2]1[cH:3][cH:4][cH:5][cH:6][cH:7]1)([c:8]1[cH:9][cH:10][cH:11][cH:12][cH:13]1)([c:14]1[cH:15][cH:16][cH:17][cH:18][cH:19]1)[n:20]1[cH:21][n:22][c:23](-[c:25]2[c:26]([CH2:27][NH2:28])[cH:29][cH:30][cH:31][cH:32]2)[cH:24]1. The reactants are CC(O)C1CCC(CN)CC1, O=C(O)c1cccnc1Oc1ccc2c(c1)OCO2. Product: CC(O)C1CCC(CNC(=O)c2cccnc2Oc2ccc3c(c2)OCO3)CC1. As a reaction SMILES: [NH2:20][CH2:21][CH:22]1[CH2:23][CH2:24][CH:25]([CH:28]([CH3:29])[OH:30])[CH2:26][CH2:27]1.[O:1]1[CH2:2][O:3][c:4]2[c:5]1[cH:6][cH:7][c:8]([O:10][c:11]1[c:12]([C:13](=[O:14])[OH:15])[cH:16][cH:17][cH:18][n:19]1)[cH:9]2>>[O:1]1[CH2:2][O:3][c:4]2[c:5]1[cH:6][cH:7][c:8]([O:10][c:11]1[c:12]([C:13](=[O:15])[NH:20][CH2:21][CH:22]3[CH2:23][CH2:24][CH:25]([CH:28]([CH3:29])[OH:30])[CH2:26][CH2:27]3)[cH:16][cH:17][cH:18][n:19]1)[cH:9]2.